This data is from the Open Reaction Database (ORD), a public repository of structured organic reaction records. The task is: describe an organic reaction: reactants, conditions, products, and yield The reactants are N(=NC(=O)OC(C)C)C(=O)OC(C)C (diisopropyl azodicarboxylate), OCC1=CC=C(C=C1)C1C(CN(CC1)C(=O)OCC1=CC=CC=C1)OCC=1C=CC2=C(N(CCO2)CCCOC)C1 (benzyl 4-(4-hydroxymethylphenyl)-3-[4-(3-methoxypropyl)-3,4-dihydro-2H-benzo[1,4]oxazin-6-ylmethoxy]piperidine-1-carboxylate), C1(=CC=CC=C1)O (phenol), C1(=CC=CC=C1)P(C1=CC=CC=C1)C1=CC=CC=C1 (triphenylphosphine). Conditions: time 1 hour. Yields the product COCCCN1CCOC2=C1C=C(C=C2)COC2CN(CCC2C2=CC=C(C=C2)COC2=CC=CC=C2)C(=O)OCC2=CC=CC=C2 (Benzyl 3-[4-(3-methoxypropyl)-3,4-dihydro-2H-benzo[1,4]oxazin-6-ylmethoxy]-4-(4-phenoxymethylphenyl)piperidine-1-carboxylate), SiO2. Reaction SMILES: N(C(OC(C)C)=O)=NC(OC(C)C)=O.[OH:15][CH2:16][C:17]1[CH:22]=[CH:21][C:20]([CH:23]2[CH2:28][CH2:27][N:26]([C:29]([O:31][CH2:32][C:33]3[CH:38]=[CH:37][CH:36]=[CH:35][CH:34]=3)=[O:30])[CH2:25][CH:24]2[O:39][CH2:40][C:41]2[CH:42]=[CH:43][C:44]3[O:49][CH2:48][CH2:47][N:46]([CH2:50][CH2:51][CH2:52][O:53][CH3:54])[C:45]=3[CH:55]=2)=[CH:19][CH:18]=1.[C:56]1(O)[CH:61]=[CH:60][CH:59]=[CH:58][CH:57]=1.C1(P(C2C=CC=CC=2)C2C=CC=CC=2)C=CC=CC=1>>[CH3:54][O:53][CH2:52][CH2:51][CH2:50][N:46]1[C:45]2[CH:55]=[C:41]([CH2:40][O:39][CH:24]3[CH:23]([C:20]4[CH:19]=[CH:18][C:17]([CH2:16][O:15][C:56]5[CH:61]=[CH:60][CH:59]=[CH:58][CH:57]=5)=[CH:22][CH:21]=4)[CH2:28][CH2:27][N:26]([C:29]([O:31][CH2:32][C:33]4[CH:34]=[CH:35][CH:36]=[CH:37][CH:38]=4)=[O:30])[CH2:25]3)[CH:42]=[CH:43][C:44]=2[O:49][CH2:48][CH2:47]1. Reported procedure: 0.0819 g of diisopropyl azodicarboxylate is added dropwise to a solution of 0.180 g of benzyl 4-(4-hydroxymethylphenyl)-3-[4-(3-methoxypropyl)-3,4-dihydro-2H-benzo[1,4]oxazin-6-ylmethoxy]piperidine-1-carboxylate (Example 270c), 0.0304 g of phenol and 0.102 g of triphenylphosphine. The solution is stirred at room temperature for 1 hour and concentrated by evaporation. The title compound is obtained as a colourless oil from the residue by means of flash chromatography (SiO2 60F). Rf=0.25 (1:2 EtOA... The reactants are Cl (HCl), C(C)(C)(C)OC(=O)N1CCN(CC1)C1=NC=CN=C1Cl (3′-chloro-2,3,5,6-tetrahydro-[1,2′]bipyrazinyl-4-carboxylic acid t-butyl ester), Cl (HCl). Solvent: O1CCOCC1 (1,4-dioxane), O1CCOCC1 (1,4-dioxane), O1CCOCC1 (1,4-dioxane). Reaction conditions: time 3 hour. The product is ClC=1C(=NC=CN1)N1CCNCC1 (3′-chloro-3,4,5,6-tetrahydro-2H-[1,2′]bipyrazinyl). RXN SMILES: Cl.C(OC([N:9]1[CH2:14][CH2:13][N:12]([C:15]2[C:20]([Cl:21])=[N:19][CH:18]=[CH:17][N:16]=2)[CH2:11][CH2:10]1)=O)(C)(C)C>O1CCOCC1>[Cl:21][C:20]1[C:15]([N:12]2[CH2:11][CH2:10][NH:9][CH2:14][CH2:13]2)=[N:16][CH:17]=[CH:18][N:19]=1. Reported procedure: Add 4 M HCl in 1,4-dioxane (10 mL) to 3′-chloro-2,3,5,6-tetrahydro-[1,2′]bipyrazinyl-4-carboxylic acid t-butyl ester (6.80 g, 22.76 mmol). Add 1,4-dioxane (40 mL) and subject the reaction to ultrasound then stir at room temperature under nitrogen for 3 hr. Add further HCl in 1,4-dioxane (40 mL) and stir for 1 hr. Add chloroform (400 mL), wash with 2 N sodium hydroxide (200 mL), saturated aq. sodium chloride (100 mL), dry (magnesium sulfate) and concentrate to give 3′-chloro-3,4,5,6-tetrahydro-2H... The reactants are CO, Cn1c(=O)[nH]c2ccnc([N+](=O)[O-])c21. The product is Cn1c(=O)[nH]c2ccnc(N)c21. As a reaction SMILES: [CH3:15][OH:16].[CH3:1][n:2]1[c:3](=[O:14])[nH:4][c:5]2[c:6]1[c:7]([N+:11]([O-:12])=[O:13])[n:8][cH:9][cH:10]2>>[CH3:1][n:2]1[c:3](=[O:14])[nH:4][c:5]2[c:6]1[c:7]([NH2:11])[n:8][cH:9][cH:10]2. Starting materials: O=C1CCC(=O)N1Br, ClC(Cl)Cl, Nc1nc(OCC2CCCO2)nc2c1ncn2C1CCCCO1. Yields the product Nc1nc(OCC2CCCO2)nc2c1nc(Br)n2C1CCCCO1. RXN SMILES: [Br:24][N:25]1[C:26](=[O:27])[CH2:28][CH2:29][C:30]1=[O:31].[CH:32]([Cl:33])([Cl:34])[Cl:35].[O:1]1[CH:2]([CH2:6][O:7][c:8]2[n:9][c:10]([NH2:23])[c:11]3[n:12][cH:13][n:14]([CH:17]4[O:18][CH2:19][CH2:20][CH2:21][CH2:22]4)[c:15]3[n:16]2)[CH2:3][CH2:4][CH2:5]1>>[O:1]1[CH:2]([CH2:6][O:7][c:8]2[n:9][c:10]([NH2:23])[c:11]3[n:12][c:13]([Br:24])[n:14]([CH:17]4[O:18][CH2:19][CH2:20][CH2:21][CH2:22]4)[c:15]3[n:16]2)[CH2:3][CH2:4][CH2:5]1.